This data is from the Open Reaction Database (ORD), a public repository of structured organic reaction records. The task is: describe an organic reaction: reactants, conditions, products, and yield Reactants: CC#N, O=C1Nc2ccccc2N(C(=O)Cl)c2ccccc21, CN1CCC(N)CC1, [Na+], [Na+], O=C([O-])[O-]. Product: CN1CCC(NC(=O)N2c3ccccc3NC(=O)c3ccccc32)CC1. RXN SMILES: [CH3:34][C:35]#[N:36].[Cl:1][C:2](=[O:3])[N:4]1[c:5]2[c:6]([cH:16][cH:17][cH:18][cH:19]2)[NH:7][C:8](=[O:15])[c:9]2[c:10]1[cH:11][cH:12][cH:13][cH:14]2.[NH2:26][CH:27]1[CH2:28][CH2:29][N:30]([CH3:33])[CH2:31][CH2:32]1.[Na+:20].[Na+:21].[O-:22][C:23](=[O:24])[O-:25]>>[C:2](=[O:3])([N:4]1[c:5]2[c:6]([cH:16][cH:17][cH:18][cH:19]2)[NH:7][C:8](=[O:15])[c:9]2[c:10]1[cH:11][cH:12][cH:13][cH:14]2)[NH:26][CH:27]1[CH2:28][CH2:29][N:30]([CH3:33])[CH2:31][CH2:32]1. As a reaction SMILES: COC(=O)[CH2:4][CH2:5][NH:6][CH3:7].C1C2[C:12](=CC=CC=2)[CH2:11][C:10]1=[O:18].[C:19]1([CH3:25])[CH:24]=[CH:23][CH:22]=[CH:21][CH:20]=1>>[CH3:7][N:6]1[C:10](=[O:18])[CH2:11][CH2:12][C:25]2[C:19]3[CH:24]=[CH:23][CH:22]=[CH:21][C:20]=3[CH2:4][C:5]1=2. Reactants: COC(CCNC)=O (3-Methylamino-propionic acid methyl ester), C1C(CC2=CC=CC=C12)=O (2-indanone), C1(=CC=CC=C1)C (toluene). Isolated yield 28.0%. Yields the product CN1C2=C(CCC1=O)C=1C=CC=CC1C2 (1-Methyl-1,3,4,9-tetrahydro-indeno[2,1-b]pyridin-2-one). Reported procedure: 3-Methylamino-propionic acid methyl ester (1.5 g, 13.64 mmol) is added to a solution of 2-indanone (1.7 g, 12.86 mmol) in toluene (20 mL) and the reaction is brought to reflux for 2.5 hours. Toluene is removed in vacuo and the residue is dissolved in ethylene glycol (17 mL) and the resulting solution is heated to reflux for 8 hours. The reaction is allowed to cool to ambient temperature, is poured over water and extracted with dichloromethane. The organic phase is dried over magnesium sulfate an... Reactants: C(C)OC(CC1CCC(CC1)C1=CC=C(C=C1)C(C)=O)=O ([4-(4-acetyl-phenyl)-cyclohexyl]-acetic acid ethyl ester), O.C(C=O)(=O)O (glyoxylic acid monohydrate), Ph, NN (Hydrazine), [OH-].[NH4+] (ammonium hydroxide). Run in C(C)(=O)O (acetic acid), O (water). Conditions: temperature 100 celsius. Yields the product C(C)OC(CC1CCC(CC1)C1=CC=C(C=C1)C1=NNC(C=C1)=O)=O ({4-[4-(6-Oxo-1,6-dihydro-pyridazin-3-yl)-phenyl]-cyclohexyl}-acetic acid ethyl ester). Reaction SMILES: [CH2:1]([O:3][C:4](=[O:21])[CH2:5][CH:6]1[CH2:11][CH2:10][CH:9]([C:12]2[CH:17]=[CH:16][C:15]([C:18](=O)[CH3:19])=[CH:14][CH:13]=2)[CH2:8][CH2:7]1)[CH3:2].O.[C:23]([OH:27])(=O)[CH:24]=O.[OH-].[NH4+:29].[NH2:30]N>O.C(O)(=O)C>[CH2:1]([O:3][C:4](=[O:21])[CH2:5][CH:6]1[CH2:11][CH2:10][CH:9]([C:12]2[CH:17]=[CH:16][C:15]([C:18]3[CH:19]=[CH:24][C:23](=[O:27])[NH:30][N:29]=3)=[CH:14][CH:13]=2)[CH2:8][CH2:7]1)[CH3:2] |f:1.2,3.4|. Procedure details: To a solution of [4-(4-acetyl-phenyl)-cyclohexyl]-acetic acid ethyl ester (17 g, 59 mmol, 1.0 equiv) in 100 Ml glacial acetic acid was added glyoxylic acid monohydrate (5.4 g, 59 mmol, 1.0 equiv) as a solid. The solution was heated to 100° C. for 2 h. The mixture was then cooled to 40° C., then 75 Ml water was added followed by 120 Ml of a 28% ammonium hydroxide solution until the Ph was measured to be 8. Hydrazine (2.0 Ml, 65 mmol, 1.1 equiv) was then added via syringe, and the reaction was the... Reactants: FC1=CC=C(C=C1)C1=CC(=NN1C1=CC=CC=C1)CCC=O (3-(5-(4-fluorophenyl)-1-phenyl-1H-pyrazol-3-yl)-propanal), [BH-](OC(=O)C)(OC(=O)C)OC(=O)C.[Na+] (NaBH(OAc)3), FC1=CC=C(C=C1)C(N1CCNCC1)C1=CC=C(C=C1)F (1-(bis(4-fluorophenyl)methyl)piperazine), CCN(C(C)C)C(C)C (DIPEA). Yields the product FC1=CC=C(C=C1)C(N1CCN(CC1)CCCC1=NN(C(=C1)C1=CC=C(C=C1)F)C1=CC=CC=C1)C1=CC=C(C=C1)F (1-(bis(4-fluorophenyl)methyl)-4-(3-(5-(4-fluorophenyl)-1-phenyl-1H-pyrazol-3-yl)propyl)piperazine). RXN SMILES: [F:1][C:2]1[CH:7]=[CH:6][C:5]([C:8]2[N:12]([C:13]3[CH:18]=[CH:17][CH:16]=[CH:15][CH:14]=3)[N:11]=[C:10]([CH2:19][CH2:20][CH:21]=O)[CH:9]=2)=[CH:4][CH:3]=1.[F:23][C:24]1[CH:29]=[CH:28][C:27]([CH:30]([C:37]2[CH:42]=[CH:41][C:40]([F:43])=[CH:39][CH:38]=2)[N:31]2[CH2:36][CH2:35][NH:34][CH2:33][CH2:32]2)=[CH:26][CH:25]=1.CCN(C(C)C)C(C)C.[BH-](OC(C)=O)(OC(C)=O)OC(C)=O.[Na+]>>[F:43][C:40]1[CH:39]=[CH:38][C:37]([CH:30]([C:27]2[CH:28]=[CH:29][C:24]([F:23])=[CH:25][CH:26]=2)[N:31]2[CH2:32][CH2:33][N:34]([CH2:21][CH2:20][CH2:19][C:10]3[CH:9]=[C:8]([C:5]4[CH:6]=[CH:7][C:2]([F:1])=[CH:3][CH:4]=4)[N:12]([C:13]4[CH:18]=[CH:17][CH:16]=[CH:15][CH:14]=4)[N:11]=3)[CH2:35][CH2:36]2)=[CH:42][CH:41]=1 |f:3.4|. Procedure details: 113 mg (69%) of target compound was obtained by using a method same as in Example 1 by using 3-(5-(4-fluorophenyl)-1-phenyl-1H-pyrazol-3-yl)-propanal (80 mg, 0.272 mmol), 1-(bis(4-fluorophenyl)methyl)piperazine (78 mg, 0.272 mmol), DIPEA (0.071 mL, 0.408 mmol) and NaBH(OAc)3 (173 mg, 0.816 mmol). The product is C1(=CC=CC=C1)C=1N=C(NC1C1=CC=CC=C1)SCCCCC(=O)O (5-(4,5-diphenyl-1H-imidazol-2-ylthio)pentanoic acid). Reactants: C(C)OC(CCCCSC=1NC(=C(N1)C1=CC=CC=C1)C1=CC=CC=C1)=O (5-(4,5-diphenyl-1H-imidazol-2-ylthio)pentanoic acid ethyl ester), [OH-].[Na+] (sodium hydroxide). The solvent is C(C)O (ethanol), O (water). Reported procedure: Part B. To a solution of 5-(4,5-diphenyl-1H-imidazol-2-ylthio)pentanoic acid ethyl ester (7.6 g, 0.02 mol) in ethanol (200 mL), was added dropwise a solution of sodium hydroxide (7.6 g) in water (200 mL), and the reaction mixture was stirred at reflux under nitrogen for 3 hours. The reaction mixture was concentrated to half the original volume and then extracted with ether. The ether extracts were discarded. The reaction mixture was acidified to pH 1 with 1N hydrochloric acid and extracted with ... Yield: 55.0%. Reaction SMILES: C([O:3][C:4](=[O:27])[CH2:5][CH2:6][CH2:7][CH2:8][S:9][C:10]1[NH:11][C:12]([C:21]2[CH:26]=[CH:25][CH:24]=[CH:23][CH:22]=2)=[C:13]([C:15]2[CH:20]=[CH:19][CH:18]=[CH:17][CH:16]=2)[N:14]=1)C.[OH-].[Na+]>C(O)C.O>[C:21]1([C:12]2[N:11]=[C:10]([S:9][CH2:8][CH2:7][CH2:6][CH2:5][C:4]([OH:27])=[O:3])[NH:14][C:13]=2[C:15]2[CH:20]=[CH:19][CH:18]=[CH:17][CH:16]=2)[CH:22]=[CH:23][CH:24]=[CH:25][CH:26]=1 |f:1.2|. The reactants are ClCCl, CSc1ncc(CO)c(NCC(C)O)n1. The product is CSc1ncc(C=O)c(NCC(C)O)n1. As a reaction SMILES: [Cl:16][CH2:17][Cl:18].[OH:1][CH:2]([CH2:3][NH:4][c:5]1[n:6][c:7]([S:13][CH3:14])[n:8][cH:9][c:10]1[CH2:11][OH:12])[CH3:15]>>[OH:1][CH:2]([CH2:3][NH:4][c:5]1[n:6][c:7]([S:13][CH3:14])[n:8][cH:9][c:10]1[CH:11]=[O:12])[CH3:15]. Starting materials: [OH-].[Na+] (NaOH), BrC1=CC=C(C=C1)NC(CC(=O)OCC)=O (ethyl 3-[(4-bromophenyl)amino]-3-oxopropanoate), C(C)(=O)OCC (Ethyl acetate). Solvent: C1CCOC1 (THF). Run at time 24 hour. Product: BrC1=CC=C(C=C1)NC(CC(=O)O)=O (3-[(4-bromophenyl)amino]-3-oxopropanoic acid). Reaction SMILES: [Br:1][C:2]1[CH:7]=[CH:6][C:5]([NH:8][C:9](=[O:16])[CH2:10][C:11]([O:13]CC)=[O:12])=[CH:4][CH:3]=1.[OH-].[Na+].C(OCC)(=O)C>C1COCC1>[Br:1][C:2]1[CH:3]=[CH:4][C:5]([NH:8][C:9](=[O:16])[CH2:10][C:11]([OH:13])=[O:12])=[CH:6][CH:7]=1 |f:1.2|. Reported procedure: The product of Step 1 (16.63 g) was dissolved in THF (150 mL) and 2N NaOH (145 mL) was added over 15 minutes. The reaction was stirred for 24 hours. The reaction mixture was concentrated to remove the THF. Diethyl ether (20 mL) was added and the layers were separated. The aqueous layer was acidified to pH=2.2 with 1N HCl which resulted in the precipitation of solids. Ethyl acetate was added until the solids were dissolved and the layers were separated. The organic extract was dried with sodium s... Starting materials: [Li+].[OH-] (LiOH), COC=1C=C(C=CC1)C1CN(CCO1)S(=O)(=O)C1=CC=C(C=C1)[N+](=O)[O-] (2-(3-methoxyphenyl)-4-(4-nitrophenyl)sulfonyl-morpholine), C(CC)S (1-propanethiol). The solvent is [Cl-].[Na+].O (brine), C(C)#N (ACN), O (water), CCOC(=O)C (EtOAc). Reaction conditions: time 25 hour. Yields the product COC=1C=C(C=CC1)C1CNCCO1 (2-(3-Methoxyphenyl)morpholine). The yield is 54.0%. As a reaction SMILES: [CH3:1][O:2][C:3]1[CH:4]=[C:5]([CH:9]2[O:14][CH2:13][CH2:12][N:11](S(C3C=CC([N+]([O-])=O)=CC=3)(=O)=O)[CH2:10]2)[CH:6]=[CH:7][CH:8]=1.[Li+].[OH-].C(S)CC>C(#N)C.O.CCOC(C)=O.[Cl-].[Na+].O>[CH3:1][O:2][C:3]1[CH:4]=[C:5]([CH:9]2[O:14][CH2:13][CH2:12][NH:11][CH2:10]2)[CH:6]=[CH:7][CH:8]=1 |f:1.2,7.8.9|. Procedure: Dissolve 2-(3-methoxyphenyl)-4-(4-nitrophenyl)sulfonyl-morpholine (11.2 g, 29.6 mmol) in ACN (150 mL) and water (2.67 mL). Add LiOH (6.21 g, 147.99 mmol) while stirring the mixture and followed by 1-propanethiol (13.42 mL, 147.99 mmol). Stir the mixture for 25 h at ambient temperature. Dilute the mixture with EtOAc and add brine. Extract twice with EtOAc. Collect and concentrate the extracts to ˜200 mL under reduced pressure, then wash three times with 1N HCl. Combine the aqueous acid extracts a... Reactants: O (water), C([O-])([O-])=O.[K+].[K+] (potassium carbonate), C(C=C)Br (allyl bromide), FC1=C(C=C(C=C1)F)O (2,5-difluorophenol). The solvent is CC(=O)C (dimethylformaldehyde). Run at temperature 80 celsius, time 1 hour. Yields the product C(C=C)OC1=C(C=CC(=C1)F)F (2,5-difluorophenol allyl ether). RXN SMILES: [F:1][C:2]1[CH:7]=[CH:6][C:5]([F:8])=[CH:4][C:3]=1[OH:9].C(=O)([O-])[O-].[K+].[K+].[CH2:16](Br)[CH:17]=[CH2:18].O>CC(C)=O>[CH2:18]([O:9][C:3]1[CH:4]=[C:5]([F:8])[CH:6]=[CH:7][C:2]=1[F:1])[CH:17]=[CH2:16] |f:1.2.3|. Procedure: 10 g of 2,5-difluorophenol was dissolved in 120 ml dimethylformaldehyde, 21 g of potassium carbonate and 8.57 ml allyl bromide were added in this order thereto at room temperature and then the resulting mixture was stirred at 80° C. for 1 hour. After water was added to the reaction mixture, it was extracted with ethyl acetate. The organic layer was washed with brine, dried over anhydrous magnesium sulfate and then evaporated. The resulting residue was subjected to silica gel chromatography (deve...